describe an organic reaction: reactants, conditions, products, and yield From a dataset of the Open Reaction Database (ORD), a public repository of structured organic reaction records. Starting materials: [N-]=[N+]=[N-].[Na+] (NaN3), O (water), CS(=O)(=O)OC(CCC#N)C (4-methanesulphonyloxypentanonitrile). The solvent is C(C)O (ethanol). Product: N(=[N+]=[N-])C(CCC#N)C (4-Azidopentanonitrile). Yield: 91.2%. As a reaction SMILES: [N-:1]=[N+:2]=[N-:3].[Na+].O.CS(O[CH:11]([CH3:16])[CH2:12][CH2:13][C:14]#[N:15])(=O)=O>C(O)C>[N:1]([CH:11]([CH3:16])[CH2:12][CH2:13][C:14]#[N:15])=[N+:2]=[N-:3] |f:0.1|. Reported procedure: To a stirring solution of NaN3 (15 g) in boiling water (20 ml) was added a solution of crude 4-methanesulphonyloxypentanonitrile (37.7 g, ≈0.189 mol) in ethanol (240 ml) and the mixture refluxed for 1.5 h. After cooling the mixture was partitioned between H2O and CH2Cl2. The organic phase was dried and concentrated in vacuo to give 21.4 g of the title material as a light brown oil, (91.6): 1Hmr (CDCl3) δ: 4.05 (1H, q, J=13 Hz), 2.46 (2H, t, J=13 Hz), 1.8 (2H, t, J=13 Hz) and 1.35 ppm (3H, d, J=1... Reactants: N(N)C1=NC=CC2=CC=C(C=C12)OC (1-hydrazino-7-methoxyisoquinoline), FC(C(=O)O)(F)F (trifluoroacetic acid). Yields the product FC(C1=NN=C2N1C=CC1=CC=C(C=C21)OC)(F)F (3-Trifluoromethyl-9-methoxy-s-triazolo-[3,4-a]-isoquinoline). Isolated yield 70.0%. Reaction SMILES: [NH:1]([C:3]1[C:12]2[C:7](=[CH:8][CH:9]=[C:10]([O:13][CH3:14])[CH:11]=2)[CH:6]=[CH:5][N:4]=1)[NH2:2].[F:15][C:16]([F:21])([F:20])[C:17](O)=O>>[F:15][C:16]([F:21])([F:20])[C:17]1[N:4]2[CH:5]=[CH:6][C:7]3[C:12]([C:3]2=[N:1][N:2]=1)=[CH:11][C:10]([O:13][CH3:14])=[CH:9][CH:8]=3. Reported procedure: A solution of 1-hydrazino-7-methoxyisoquinoline in excess trifluoroacetic acid was allowed to reflux for 2 hours. Excess acid was removed in vacuo and the residue was slurried in water and treated with sodium bicarbonate solution. The solid was removed by filtration and recrystallized from cyclohexane to give the product in a yield of 70%; m.p. 152°-154°C.